Dataset: the Open Reaction Database (ORD), a public repository of structured organic reaction records. Task: describe an organic reaction: reactants, conditions, products, and yield Isolated yield 28.4%. As a reaction SMILES: [C:1](=[N:10][OH:11])([C:4]1[CH:9]=[CH:8][CH:7]=[CH:6][CH:5]=1)[CH2:2][CH3:3].[H-].[Na+].Cl[C:15]1[CH:22]=[CH:21][CH:20]=[CH:19][C:16]=1[C:17]#[N:18]>CN(C)C=O>[C:17]([C:16]1[CH:19]=[CH:20][CH:21]=[CH:22][C:15]=1[O:11][N:10]=[C:1]([C:4]1[CH:5]=[CH:6][CH:7]=[CH:8][CH:9]=1)[CH2:2][CH3:3])#[N:18] |f:1.2|. Conditions: time 20 minute. The solvent is CN(C=O)C (dimethylformamide), CN(C=O)C (dimethylformamide), CN(C=O)C (dimethylformamide). Yields the product C(#N)C1=C(C=CC=C1)ON=C(CC)C1=CC=CC=C1 (propiophenone O-(2-cyanophenyl)oxime). Reactants: ClC1=C(C#N)C=CC=C1 (2-chlorobenzonitrile), C(CC)(C1=CC=CC=C1)=NO (propiophenone oxime), [H-].[Na+] (sodium hydride), ice water. Reported procedure: A solution of 5.0 g of propiophenone oxime in 35 ml of dimethylformamide is added dropwise to a solution of 1.55 g of 62.5% sodium hydride in 80 ml of dimethylformamide under ice-colling, and the mixture is stirred at the same temperature for 20 minutes. A solution of 4.24 g of 2-chlorobenzonitrile in 20 ml of dimethylformamide is added dropwise to the mixture and the mixture is stirred at room temperature for 3 hours. The reaction mixture is poured into ice-water and the aqueous mixture is extr... Reactants: Cl (hydrochloric acid), ClC1=C(C=C(C(=O)O)C=C1[N+](=O)[O-])S(=O)(=O)C (4-chloro-3-methylsulfonyl-5-nitrobenzoic acid), N1CCCCC1 (piperidine), C(C)(=O)OCC (ethyl acetate). The solvent is O (water). Run at time 1 hour. Product: CS(=O)(=O)C=1C=C(C(=O)O)C=C(C1N1CCCCC1)[N+](=O)[O-] (3-methylsulfonyl-5-nitro-4-piperidinobenzoic acid). Reaction SMILES: Cl[C:2]1[C:10]([N+:11]([O-:13])=[O:12])=[CH:9][C:5]([C:6]([OH:8])=[O:7])=[CH:4][C:3]=1[S:14]([CH3:17])(=[O:16])=[O:15].[NH:18]1[CH2:23][CH2:22][CH2:21][CH2:20][CH2:19]1.C(OCC)(=O)C.Cl>O>[CH3:17][S:14]([C:3]1[CH:4]=[C:5]([CH:9]=[C:10]([N+:11]([O-:13])=[O:12])[C:2]=1[N:18]1[CH2:23][CH2:22][CH2:21][CH2:20][CH2:19]1)[C:6]([OH:8])=[O:7])(=[O:16])=[O:15]. Procedure details: The mixture of 4-chloro-3-methylsulfonyl-5-nitrobenzoic acid (5.0 g) and piperidine (25.0 ml) was stirred for 1 hour at ambient temperature. To the mixture was added a mixture of ethyl acetate and water and the mixture was adjusted to pH 1 with conc. hydrochloric acid. The separated organic layer was washed with water and dried over magnesium sulfate. The solvent was removed by concentration and the residue was triturated with a mixture of diisopropyl ether and n-hexane to give 3-methylsulfonyl-... Reactants: CC(CO[Si](C)(C)C(C)(C)C)Oc1cc(Oc2ccc3c(ccn3C)c2)cc(C(=O)Nc2ccn(C)n2)c1, O=C([O-])O, CO, Cl, [Na+]. The product is CC(CO)Oc1cc(Oc2ccc3c(ccn3C)c2)cc(C(=O)Nc2ccn(C)n2)c1. RXN SMILES: [C:2]([Si:3]([CH3:4])([CH3:5])[O:7][CH2:8][CH:9]([O:10][c:11]1[cH:12][c:13]([C:14](=[O:15])[NH:16][c:17]2[n:18][n:19]([CH3:22])[cH:20][cH:21]2)[cH:23][c:24]([O:26][c:27]2[cH:28][c:29]3[cH:30][cH:31][n:32]([CH3:36])[c:33]3[cH:34][cH:35]2)[cH:25]1)[CH3:37])([CH3:6])([CH3:38])[CH3:39].[C:40](=[O:41])([OH:42])[O-:43].[CH3:45][OH:46].[ClH:1].[Na+:44]>>[OH:7][CH2:8][CH:9]([O:10][c:11]1[cH:12][c:13]([C:14](=[O:15])[NH:16][c:17]2[n:18][n:19]([CH3:22])[cH:20][cH:21]2)[cH:23][c:24]([O:26][c:27]2[cH:28][c:29]3[cH:30][cH:31][n:32]([CH3:36])[c:33]3[cH:34][cH:35]2)[cH:25]1)[CH3:37]. Product: CC(C)(C)OC(=O)N1CCC(Nc2c([N+](=O)[O-])cnc3c2ccn3S(=O)(=O)c2ccccc2)CC1. The reactants are CC(C)O, CCN(C(C)C)C(C)C, CC(C)(C)OC(=O)N1CCC(N)CC1, O=[N+]([O-])c1cnc2c(ccn2S(=O)(=O)c2ccccc2)c1Cl. RXN SMILES: [CH3:46][CH:47]([OH:48])[CH3:49].[CH:37]([N:38]([CH:39]([CH3:40])[CH3:41])[CH2:42][CH3:43])([CH3:44])[CH3:45].[NH2:23][CH:24]1[CH2:25][CH2:26][N:27]([C:30](=[O:31])[O:32][C:33]([CH3:34])([CH3:35])[CH3:36])[CH2:28][CH2:29]1.[c:1]1([S:7](=[O:8])(=[O:9])[n:10]2[cH:11][cH:12][c:13]3[c:14]2[n:15][cH:16][c:17]([N+:20](=[O:21])[O-:22])[c:18]3[Cl:19])[cH:2][cH:3][cH:4][cH:5][cH:6]1>>[c:1]1([S:7](=[O:8])(=[O:9])[n:10]2[cH:11][cH:12][c:13]3[c:14]2[n:15][cH:16][c:17]([N+:20](=[O:21])[O-:22])[c:18]3[NH:23][CH:24]2[CH2:25][CH2:26][N:27]([C:30](=[O:31])[O:32][C:33]([CH3:34])([CH3:35])[CH3:36])[CH2:28][CH2:29]2)[cH:2][cH:3][cH:4][cH:5][cH:6]1. Reactants: BrCC=Cc1ccccc1, Cn1ccccc1=S, CCO. Yields the product [Br-], C[n+]1ccccc1SCC=Cc1ccccc1. As a reaction SMILES: [CH2:1]([CH:2]=[CH:3][c:4]1[cH:5][cH:6][cH:7][cH:8][cH:9]1)[Br:10].[CH3:11][n:12]1[c:13](=[S:18])[cH:14][cH:15][cH:16][cH:17]1.[CH3:19][CH2:20][OH:21]>>[Br-:10].[CH2:1]([CH:2]=[CH:3][c:4]1[cH:5][cH:6][cH:7][cH:8][cH:9]1)[S:18][c:13]1[n+:12]([CH3:11])[cH:17][cH:16][cH:15][cH:14]1. Reactants: NC1=NC2=C(C=3C=C(C=NC13)CCC1=CC=C(C=C1)CCC(=O)OC)C=CC(=C2)C (Methyl 3-(4-(2-(5-amino-8-methylbenzo[f][1,7]naphthyridin-2-yl)ethyl)phenyl)propanoate), C(=O)(C(F)(F)F)O (TFA). Yields the product NC1=NC2=C(C=3C=C(C=NC13)CCC1=CC=C(C=C1)CCCO)C=CC(=C2)C (3-(4-(2-(5-amino-8-methylbenzo[f][1,7]naphthyridin-2-yl)ethyl)phenyl)propan-1-ol). Reaction SMILES: [NH2:1][C:2]1[C:11]2[N:10]=[CH:9][C:8]([CH2:12][CH2:13][C:14]3[CH:19]=[CH:18][C:17]([CH2:20][CH2:21][C:22](OC)=[O:23])=[CH:16][CH:15]=3)=[CH:7][C:6]=2[C:5]2[CH:26]=[CH:27][C:28]([CH3:30])=[CH:29][C:4]=2[N:3]=1.C(O)(C(F)(F)F)=O>>[NH2:1][C:2]1[C:11]2[N:10]=[CH:9][C:8]([CH2:12][CH2:13][C:14]3[CH:15]=[CH:16][C:17]([CH2:20][CH2:21][CH2:22][OH:23])=[CH:18][CH:19]=3)=[CH:7][C:6]=2[C:5]2[CH:26]=[CH:27][C:28]([CH3:30])=[CH:29][C:4]=2[N:3]=1. Procedure details: 3-(4-(2-(5-amino-8-methylbenzo[f][1,7]naphthyridin-2-yl)ethyl)phenyl)propan-1-ol was prepared from methyl 3-(4-(2-(5-amino-8-methylbenzo[f][1,7]naphthyridin-2-yl)ethyl)phenyl)propanoate (from Example 61) following the procedures described for Example 42/Step 3. 1H NMR of the TFA salt: (DMSO-d6): δ 9.56 (s, 1H), 9.24 (s, 1H), 8.92 (d, 1H), 8.81 (d, 1H), 8.43 (d, 1H), 7.44 (d, 1H), 7.35 (d, 1H), 7.13 (dd, 2H), 7.05 (dd, 2H), 3.32 (t, 2H), 3.18-3.12 (dd, 2H), 3.02-2.95 (dd, 2H), 2.50 (t, 2H), 2.44 ... Reactants: O (H2O), [H-].[Al+3].[Li+].[H-].[H-].[H-].C1CCOC1 (lithium aluminum hydride THF), O (H2O), [OH-].[Na+] (NaOH), C[C@H]1N(CCC1)C(=O)C1NCCC1 ((2(R)-methyl-pyrrolidin-1-yl)-pyrrolidin-2-yl-methanone). Run in C1CCOC1 (THF), C1CCOC1 (THF). Run at temperature 40 celsius, time 45 minute. The product is C[C@H]1N(CCC1)C[C@H]1NCCC1 (2-(R)-methyl-1-(2-(S)-pyrrolidinylmethyl)pyrrolidine). RXN SMILES: [H-].[Al+3].[Li+].[H-].[H-].[H-].C1COCC1.[CH3:12][C@@H:13]1[CH2:17][CH2:16][CH2:15][N:14]1[C:18]([CH:20]1[CH2:24][CH2:23][CH2:22][NH:21]1)=O.O.[OH-].[Na+]>C1COCC1>[CH3:12][C@@H:13]1[CH2:17][CH2:16][CH2:15][N:14]1[CH2:18][C@@H:20]1[CH2:24][CH2:23][CH2:22][NH:21]1 |f:0.1.2.3.4.5.6,9.10|. Procedure details: Equimolar amounts of (S) BOC proline (CAS 15761-39-4) and 2-(R)-methyl-pyrrolidine hydrochloride (CAS 135324-85-5) are coupled in a manner substantially analogous to Procedure D in dichloromethane to give 2(S)-(2(R)-methyl-pyrrolidine-1-carbonyl)-pyrrolidine-1-carboxylic acid tert-butyl ester. The material is deprotected by stirring in dichloromethane at 5-10° C. while trifluoroacetic acid (10 eq,) is added and then stirred at room temperature for 18 h. The reaction is concentrated, dissolved in...